From a dataset of the Open Reaction Database (ORD), a public repository of structured organic reaction records. describe an organic reaction: reactants, conditions, products, and yield The reactants are C(=O)([O-])[O-].[Na+].[Na+] (Na2CO3), CC(OCC)OC(C)C#C (2-(3-oxa-pent-2-yloxy)-but-3-yne), OS(=O)(=O)O (H2SO4), C(C)[Mg]Br (ethyl-magnesium bromide), CC1C(C(CC=C1)(C)C)=O (2,6,6-trimethyl-cyclohex-3-en-1-one). Procedure details: 5.5 g of 2-(3-oxa-pent-2-yloxy)-but-3-yne (see Example 2, letter a), 14 ml of 40% ethyl-magnesium bromide in diethyl ether and 3.5 g of 2,6,6-trimethyl-cyclohex-3-en-1-one in anhydrous diethyl ether were reacted as described in Example 2 (letter b). The crude reaction mixture was then acidified with 35% aqueous H2SO4 and stirred during 2 hours at 20°. After addition of 10% aqueous Na2CO3 until neutrality, extraction with diethyl ether, drying of the organic phase over Na2SO4 and evaporation, the... The product is OC1(C(C=CCC1(C)C)C)C#CC(C)O (4-(1-Hydroxy-2,6,6-trimethyl-cyclohex-3-en-1-yl)-but-3-yn-2-ol). Reaction SMILES: CC([O:6][CH:7]([C:9]#[CH:10])[CH3:8])OCC.C([Mg]Br)C.[CH3:15][CH:16]1[CH:21]=[CH:20][CH2:19][C:18]([CH3:23])([CH3:22])[C:17]1=[O:24].OS(O)(=O)=O.C([O-])([O-])=O.[Na+].[Na+]>C(OCC)C>[OH:24][C:17]1([C:10]#[C:9][CH:7]([OH:6])[CH3:8])[C:18]([CH3:23])([CH3:22])[CH2:19][CH:20]=[CH:21][CH:16]1[CH3:15] |f:4.5.6|. Solvent: C(C)OCC (diethyl ether), C(C)OCC (diethyl ether). Reaction conditions: time 2 hour. Reactants: OC1=CC=C2C(=C(C(OC2=C1C)=O)CN1C(C=2C(C1=O)=CC=CC2)=O)C (7-hydroxy-4,8-dimethyl-3-phthalimidomethylcoumarin), C([O-])([O-])=O.[K+].[K+] (potassium carbonate), [I-].[K+] (potassium iodide), ClC(=C)CCl (2,3-dichloro-1-propene). Solvent: CN(C)C=O (DMF), C(Cl)Cl (CH2Cl2). Yields the product ClC(COC1=CC=C2C(=C(C(OC2=C1C)=O)CN1C(C=2C(C1=O)=CC=CC2)=O)C)=C (7-(beta-chloroallyloxy)-4,8-dimethyl-3-phthalimidomethylcoumarin). Reaction SMILES: [OH:1][C:2]1[C:11]([CH3:12])=[C:10]2[C:5]([C:6]([CH3:26])=[C:7]([CH2:14][N:15]3[C:19](=[O:20])[C:18]4=[CH:21][CH:22]=[CH:23][CH:24]=[C:17]4[C:16]3=[O:25])[C:8](=[O:13])[O:9]2)=[CH:4][CH:3]=1.C(=O)([O-])[O-].[K+].[K+].[I-].[K+].[Cl:35][C:36]([CH2:38]Cl)=[CH2:37]>CN(C=O)C.C(Cl)Cl>[Cl:35][C:36](=[CH2:37])[CH2:38][O:1][C:2]1[C:11]([CH3:12])=[C:10]2[C:5]([C:6]([CH3:26])=[C:7]([CH2:14][N:15]3[C:16](=[O:25])[C:17]4=[CH:24][CH:23]=[CH:22][CH:21]=[C:18]4[C:19]3=[O:20])[C:8](=[O:13])[O:9]2)=[CH:4][CH:3]=1 |f:1.2.3,4.5|. Procedure: A slurry of 7-hydroxy-4,8-dimethyl-3-phthalimidomethylcoumarin (649 mg, 1.86 mmol), potassium carbonate (320 mg, 2.60 mmol), potassium iodide (15 mg, 0.093 mmol), and 2,3-dichloro-1-propene (0.20 mL, 2.23 mmol) in DMF (15 mL) was stirred at 55-65° C. for 8 hours, allowed to cool to room temperature, then chilled in an ice water bath. The solid was filtered off to obtain the first crop of crude product (1.09 g). Half of the solvent was removed from the filtrate and after chilling, a second crop o...